describe an organic reaction: reactants, conditions, products, and yield From a dataset of the Open Reaction Database (ORD), a public repository of structured organic reaction records. The reactants are [H]C(C1=CC(OCO2)=C2C=C1)=O, O=C(N1CCCCC1)CC(O)=O. Reagents/catalysts: CN(C)c1ccncc1, 4Å Molecular Sieve, C1CNCCO1. Run in C1COCC1. Reaction conditions: temperature 25 celsius, time 24 hour. The product is O=C(N1CCCCC1)/C=C/C2=CC(OCO3)=C3C=C2. Isolated yield 23.0%. Reactants: Brc1cncc(Oc2ccccc2)c1, [Li]CCCC, C1CCOC1, CCOCC, CCOC(=O)N1CC2CC(=O)C(C2)C1. Product: CCOC(=O)N1CC2CC(C1)C(O)(c1cncc(Oc3ccccc3)c1)C2. Reaction SMILES: [Br:1][c:2]1[cH:3][n:4][cH:5][c:6]([O:8][c:9]2[cH:10][cH:11][cH:12][cH:13][cH:14]2)[cH:7]1.[CH2:15]([Li:16])[CH2:17][CH2:18][CH3:19].[CH2:39]1[O:40][CH2:41][CH2:42][CH2:43]1.[CH3:34][CH2:35][O:36][CH2:37][CH3:38].[O:20]=[C:21]1[CH:22]2[CH2:23][N:24]([C:29](=[O:30])[O:31][CH2:32][CH3:33])[CH2:25][CH:26]([CH2:27]1)[CH2:28]2>>[c:2]1([C:21]2([OH:20])[CH:22]3[CH2:23][N:24]([C:29](=[O:30])[O:31][CH2:32][CH3:33])[CH2:25][CH:26]([CH2:27]2)[CH2:28]3)[cH:3][n:4][cH:5][c:6]([O:8][c:9]2[cH:10][cH:11][cH:12][cH:13][cH:14]2)[cH:7]1.